This data is from the Open Reaction Database (ORD), a public repository of structured organic reaction records. The task is: describe an organic reaction: reactants, conditions, products, and yield Reactants: COCCl, CN(C)C=O, Cl, [H-], [Na+], CS(=O)(=O)c1ccc(-c2cc(C(F)(F)F)nn2-c2ccc(O)cc2)cc1. Yields the product COCOc1ccc(-n2nc(C(F)(F)F)cc2-c2ccc(S(C)(=O)=O)cc2)cc1. As a reaction SMILES: [CH3:29][O:30][CH2:31][Cl:32].[CH3:34][N:35]([CH3:36])[CH:37]=[O:38].[ClH:33].[H-:1].[Na+:2].[OH:3][c:4]1[cH:5][cH:6][c:7](-[n:10]2[n:11][c:12]([C:25]([F:26])([F:27])[F:28])[cH:13][c:14]2-[c:15]2[cH:16][cH:17][c:18]([S:21](=[O:22])(=[O:23])[CH3:24])[cH:19][cH:20]2)[cH:8][cH:9]1>>[O:3]([c:4]1[cH:5][cH:6][c:7](-[n:10]2[n:11][c:12]([C:25]([F:26])([F:27])[F:28])[cH:13][c:14]2-[c:15]2[cH:16][cH:17][c:18]([S:21](=[O:22])(=[O:23])[CH3:24])[cH:19][cH:20]2)[cH:8][cH:9]1)[CH2:31][O:30][CH3:29].